Dataset: the Open Reaction Database (ORD), a public repository of structured organic reaction records. Task: describe an organic reaction: reactants, conditions, products, and yield The reactants are CCN(CC)C(=O)c1ccc(C(c2cccc(C#N)c2)N2CCNCC2)cc1, CC(=O)O[BH-](OC(C)=O)OC(C)=O, O=Cc1ccccc1, ClCCCl, ClCCl, [Na+]. Yields the product CCN(CC)C(=O)c1ccc(C(c2cccc(C#N)c2)N2CCN(Cc3ccccc3)CC2)cc1. RXN SMILES: [C:1](#[N:2])[c:3]1[cH:4][c:5]([CH:9]([N:10]2[CH2:11][CH2:12][NH:13][CH2:14][CH2:15]2)[c:16]2[cH:17][cH:18][c:19]([C:20](=[O:21])[N:22]([CH2:23][CH3:24])[CH2:25][CH3:26])[cH:27][cH:28]2)[cH:6][cH:7][cH:8]1.[C:37]([O:38][BH-:39]([O:40][C:41](=[O:42])[CH3:43])[O:44][C:45](=[O:46])[CH3:47])(=[O:48])[CH3:49].[CH:29](=[O:30])[c:31]1[cH:32][cH:33][cH:34][cH:35][cH:36]1.[Cl:51][CH2:52][CH2:53][Cl:54].[Cl:55][CH2:56][Cl:57].[Na+:50]>>[C:1](#[N:2])[c:3]1[cH:4][c:5]([CH:9]([N:10]2[CH2:11][CH2:12][N:13]([CH2:29][c:31]3[cH:32][cH:33][cH:34][cH:35][cH:36]3)[CH2:14][CH2:15]2)[c:16]2[cH:17][cH:18][c:19]([C:20](=[O:21])[N:22]([CH2:23][CH3:24])[CH2:25][CH3:26])[cH:27][cH:28]2)[cH:6][cH:7][cH:8]1. Procedure: 1,2-Dihydro-3-methyl-1-oxo-4-isoquinoline acetic acid (770 mg., 3.30 mmol) and phosphorous oxychloride (1.0 ml. 10.7 mmol) were refluxed in 8 ml. ethyl acetate for 16 hr then vacuum evaporated to dryness. The residue was partitioned between water and ethyl acetate. The aqueous phase was washed with ether. The combined organic phases were washed with brine, dried over magnesium sulfate, filtered, and vacuum evaporated to yield a viscous, homogeneous oil, 1-chloro-3-methyl-4-isoquinoline acetic ac... As a reaction SMILES: [CH3:1][C:2]1[NH:3][C:4](=O)[C:5]2[C:10]([C:11]=1[CH2:12][C:13]([OH:15])=[O:14])=[CH:9][CH:8]=[CH:7][CH:6]=2.P(Cl)(Cl)([Cl:19])=O>C(OCC)(=O)C>[Cl:19][C:4]1[C:5]2[C:10](=[CH:9][CH:8]=[CH:7][CH:6]=2)[C:11]([CH2:12][C:13]([OH:15])=[O:14])=[C:2]([CH3:1])[N:3]=1. The reactants are CC=1NC(C2=CC=CC=C2C1CC(=O)O)=O (1,2-Dihydro-3-methyl-1-oxo-4-isoquinoline acetic acid), P(=O)(Cl)(Cl)Cl (phosphorous oxychloride). Solvent: C(C)(=O)OCC (ethyl acetate). The product is ClC1=NC(=C(C2=CC=CC=C12)CC(=O)O)C (1-chloro-3-methyl-4-isoquinoline acetic acid). Yields the product FC(C(=O)O)(F)F.NC1C=C(C=CC1)C(=O)OC (methyl 3-amino-1,5-cyclohexadienecarboxylate trifluoroacetate). The solvent is C1(=CC=CC=C1)OC (anisole). Conditions: temperature 0 celsius. Procedure details: To a suspension of 16.5 g of methyl 3-(p-methoxybenzyloxycarbonylamino)-1,5-cyclohexadienecarboxylate in 40 ml of anisole at about 25° C. is added slowly 30 ml of trifluoroacetic acid. After the addition of the first 5 ml the solid dissolves. The solution is cooled in a ice bath and the addition of trifluoroacetic acid continues. The solution is maintained at 0° C. for one hour, then the solvents are removed in vacuo (1 mm) maintaining the temperature below 40° C. The resulting oily residue is c... Reactants: FC(C(=O)O)(F)F (trifluoroacetic acid), COC1=CC=C(COC(=O)NC2C=C(C=CC2)C(=O)OC)C=C1 (methyl 3-(p-methoxybenzyloxycarbonylamino)-1,5-cyclohexadienecarboxylate), solid, FC(C(=O)O)(F)F (trifluoroacetic acid). Reaction SMILES: COC1C=CC(COC([NH:11][CH:12]2[CH2:17][CH:16]=[CH:15][C:14]([C:18]([O:20][CH3:21])=[O:19])=[CH:13]2)=O)=CC=1.[F:24][C:25]([F:30])([F:29])[C:26]([OH:28])=[O:27]>C1(OC)C=CC=CC=1>[F:24][C:25]([F:30])([F:29])[C:26]([OH:28])=[O:27].[NH2:11][CH:12]1[CH2:17][CH:16]=[CH:15][C:14]([C:18]([O:20][CH3:21])=[O:19])=[CH:13]1 |f:3.4|. Yields the product CSc1ccc(CCOCCCCCC(C)=O)cc1. Reactants: CSc1ccc(CCOCCCCCBr)cc1, CC(=O)OC(C)=O, [Cl-], I, [Mg], [NH4+]. As a reaction SMILES: [Br:1][CH2:2][CH2:3][CH2:4][CH2:5][CH2:6][O:7][CH2:8][CH2:9][c:10]1[cH:11][cH:12][c:13]([S:16][CH3:17])[cH:14][cH:15]1.[CH3:20][C:21](=[O:22])[O:23][C:24](=[O:25])[CH3:26].[Cl-:27].[I:19].[Mg:18].[NH4+:28]>>[CH2:2]([CH2:3][CH2:4][CH2:5][CH2:6][O:7][CH2:8][CH2:9][c:10]1[cH:11][cH:12][c:13]([S:16][CH3:17])[cH:14][cH:15]1)[C:21]([CH3:20])=[O:22]. Reactants: ClC=1NC=C2N(C(N(C(C21)=O)C)=O)CC(C)C (5-chloro-1-isobutyl-3-methyl-1H-pyrrolo[3,4-d]pyrimidine-2,4(3H,6H)-dione), BrCC1=CC=C(C=C1)N1N=CN=C1 (1-(4-(bromomethyl)phenyl)-1H-1,2,4-triazole), C([O-])([O-])=O.[Cs+].[Cs+] (cesium carbonate). Solvent: CN(C)C=O (DMF), C([O-])(O)=O.[Na+] (sodium bicarbonate). Run at time 3 hour. Yields the product N1(N=CN=C1)C1=CC=C(CN2C=C3N(C(N(C(C3=C2Cl)=O)C)=O)CC(C)C)C=C1 (6-(4-(1H-1,2,4-triazol-1-yl)benzyl)-5-chloro-1-isobutyl-3-methyl-1H-pyrrolo[3,4-d]pyrimidine-2,4(3H,6H)-dione). Isolated yield 96.9%. As a reaction SMILES: [Cl:1][C:2]1[NH:3][CH:4]=[C:5]2[C:10]=1[C:9](=[O:11])[N:8]([CH3:12])[C:7](=[O:13])[N:6]2[CH2:14][CH:15]([CH3:17])[CH3:16].Br[CH2:19][C:20]1[CH:25]=[CH:24][C:23]([N:26]2[CH:30]=[N:29][CH:28]=[N:27]2)=[CH:22][CH:21]=1.C(=O)([O-])[O-].[Cs+].[Cs+]>CN(C=O)C.C(=O)(O)[O-].[Na+]>[N:26]1([C:23]2[CH:24]=[CH:25][C:20]([CH2:19][N:3]3[C:2]([Cl:1])=[C:10]4[C:5]([N:6]([CH2:14][CH:15]([CH3:17])[CH3:16])[C:7](=[O:13])[N:8]([CH3:12])[C:9]4=[O:11])=[CH:4]3)=[CH:21][CH:22]=2)[CH:30]=[N:29][CH:28]=[N:27]1 |f:2.3.4,6.7|. Procedure: A suspension of 5-chloro-1-isobutyl-3-methyl-1H-pyrrolo[3,4-d]pyrimidine-2,4(3H,6H)-dione (103 mg, 0.4 mmol), 1-(4-(bromomethyl)phenyl)-1H-1,2,4-triazole (93 mg, 0.48 mmol) and cesium carbonate (195 mg, 0.6 mmol) in anhydrous DMF (3 mL) is stirred at room temperature for 3 hours. The mixture is diluted with 20 mL of saturated sodium bicarbonate, and then extracted with CH2Cl2 three times. The combined organic phase is washed with brine, and then dried with anhydrous Na2SO4. After filtration thro... Starting materials: Cl (hydrochloric acid), C(C)(=O)[O-].[Na+] (sodium acetate), [N+](=O)([O-])C=1C=C(C=CC1C(=O)Cl)C (3-nitro-p-toluoyl chloride), [Na+].[Na+].[Na+].NC1=CC=C(C=2C=C(C=C(C12)S(=O)(=O)[O-])S(=O)(=O)[O-])S(=O)(=O)[O-] (8-amino-1,3,5-naphthalenetrisulfonic acid trisodium salt), preceding product, Congo Red, O.O.O.C(C)(=O)[O-].[Na+] (sodium acetate trihydrate), [N+](=O)([O-])C=1C=C(C=CC1C(=O)Cl)C (3-nitro-p-toluoyl chloride). Solvent: O (water), CCOCC (ether). Product: [Na+].[Na+].[Na+].[N+](=O)([O-])C=1C=C(C=CC1C(=O)NC1=CC=C(C=2C=C(C=C(C12)S(=O)(=O)[O-])S(=O)(=O)[O-])S(=O)(=O)[O-])C (8-(3-nitro-p-toluamido)-1,3,5-naphthalenetrisulfonic acid trisodium salt). Yield: 778.9%. Reaction SMILES: [Na+:1].[Na+].[Na+].[NH2:4][C:5]1[C:14]2[C:13]([S:15]([O-:18])(=[O:17])=[O:16])=[CH:12][C:11]([S:19]([O-:22])(=[O:21])=[O:20])=[CH:10][C:9]=2[C:8]([S:23]([O-:26])(=[O:25])=[O:24])=[CH:7][CH:6]=1.O.O.O.C([O-])(=O)C.[Na+].[N+:35]([C:38]1[CH:39]=[C:40]([CH3:47])[CH:41]=[CH:42][C:43]=1[C:44](Cl)=[O:45])([O-:37])=[O:36].C([O-])(=O)C.[Na+].Cl>O.CCOCC>[Na+:1].[Na+:1].[Na+:1].[N+:35]([C:38]1[CH:39]=[C:40]([CH3:47])[CH:41]=[CH:42][C:43]=1[C:44]([NH:4][C:5]1[C:14]2[C:13]([S:15]([O-:18])(=[O:17])=[O:16])=[CH:12][C:11]([S:19]([O-:22])(=[O:20])=[O:21])=[CH:10][C:9]=2[C:8]([S:23]([O-:26])(=[O:25])=[O:24])=[CH:7][CH:6]=1)=[O:45])([O-:37])=[O:36] |f:0.1.2.3,4.5.6.7.8,10.11,15.16.17.18|. Procedure: To a stirred solution of 22.5 g of 8-amino-1,3,5-naphthalenetrisulfonic acid trisodium salt in 160 ml of water is added 11.0 g of the preceding product with a small amount of ether. Stirring is continued, and after one hour 1.0 g of sodium acetate trihydrate and 1.0 g of 3-nitro-p-toluoyl chloride are added. The mixture is stirred an additional 3 hours and the above addition of sodium acetate and 3-nitro-p-toluoyl chloride is repeated. The mixture is stirred an additional hour, acidified to Cong...